Task: describe an organic reaction: reactants, conditions, products, and yield. Dataset: the Open Reaction Database (ORD), a public repository of structured organic reaction records Reactants: COc1cc(CCCCc2ccccc2OCC2CO2)cc(OC)c1, CC(C)(C)[O-], CO, Cl, [K+], C1CCOC1, OC1CCNCC1. The product is Cl, COc1cc(CCCCc2ccccc2OCC(O)CN2CCC(O)CC2)cc(OC)c1. Reaction SMILES: [CH3:15][O:16][c:17]1[cH:18][c:19]([CH2:25][CH2:26][CH2:27][CH2:28][c:29]2[c:30]([O:31][CH2:32][CH:33]3[O:34][CH2:35]3)[cH:36][cH:37][cH:38][cH:39]2)[cH:20][c:21]([O:23][CH3:24])[cH:22]1.[CH3:1][C:2]([CH3:3])([O-:4])[CH3:5].[CH3:40][OH:41].[ClH:7].[K+:6].[O:42]1[CH2:43][CH2:44][CH2:45][CH2:46]1.[OH:8][CH:9]1[CH2:10][CH2:11][NH:12][CH2:13][CH2:14]1>>[ClH:7].[OH:8][CH:9]1[CH2:10][CH2:11][N:12]([CH2:35][CH:33]([CH2:32][O:31][c:30]2[c:29]([CH2:28][CH2:27][CH2:26][CH2:25][c:19]3[cH:18][c:17]([O:16][CH3:15])[cH:22][c:21]([O:23][CH3:24])[cH:20]3)[cH:39][cH:38][cH:37][cH:36]2)[OH:34])[CH2:13][CH2:14]1. Reactants: Cc1cc(C#CC2CC2)ccc1C(=O)O, COC(=O)c1ccc(I)cc1. Product: O=C(O)c1ccc(C#CC2CC2)cc1. Reaction SMILES: [CH:1]1([C:4]#[C:5][c:6]2[cH:7][c:8]([CH3:15])[c:9]([C:10](=[O:11])[OH:12])[cH:13][cH:14]2)[CH2:2][CH2:3]1.[I:16][c:17]1[cH:18][cH:19][c:20]([C:21]([O:22][CH3:23])=[O:24])[cH:25][cH:26]1>>[CH:1]1([C:4]#[C:5][c:6]2[cH:7][cH:8][c:9]([C:10](=[O:11])[OH:12])[cH:13][cH:14]2)[CH2:2][CH2:3]1. Starting materials: C(C)OC(=O)C=1C(=NC2=CC(=C(C=C2C1)F)F)N(CCC(=O)OCC)CC (3-ethoxycarbonyl-6,7-difluoro-2-[N-ethyl N-(β-ethoxycarbonylethyl)amino]quinoline), CC[O-].[Na+] (sodium ethylate), O (water), C(C)(=O)O (acetic acid). The solvent is C(C)O (ethanol), C(C)O (ethanol). Reaction conditions: temperature 20 celsius, time 60 minute. Yields the product C(C)OC(=O)C1C(C=2C=C3C(=NC2N(C1)CC)C=C(C(=C3)F)F)=O (3-ethoxycarbonyl-7,8-difluoro-1-ethyl-4-oxo-1,2,3,4-tetrahydro-benzo[b][1,8]naphthyridine). Yield: 87.7%. RXN SMILES: C([O:3][C:4]([C:6]1[C:7]([N:18]([CH2:26][CH3:27])[CH2:19][CH2:20][C:21]([O:23][CH2:24][CH3:25])=[O:22])=[N:8][C:9]2[C:14]([CH:15]=1)=[CH:13][C:12]([F:16])=[C:11]([F:17])[CH:10]=2)=O)C.CC[O-].[Na+].C(O)(=O)C.O>C(O)C>[CH2:24]([O:23][C:21]([CH:20]1[CH2:19][N:18]([CH2:26][CH3:27])[C:7]2[N:8]=[C:9]3[CH:10]=[C:11]([F:17])[C:12]([F:16])=[CH:13][C:14]3=[CH:15][C:6]=2[C:4]1=[O:3])=[O:22])[CH3:25] |f:1.2|. Reported procedure: A solution of 68 g of 3-ethoxycarbonyl-6,7-difluoro-2-[N-ethyl N-(β-ethoxycarbonylethyl)amino]quinoline in 200 cm3 of absolute ethanol is introduced in the course of 60 minutes into a solution of 16.1 g of sodium ethylate brought to reflux in 600 cm3 of absolute ethanol. The suspension obtained, still refluxing, is stirred for a further 60 minutes. 20 cm3 of glacial acetic acid are then introduced in the course of 30 minutes. The reaction mixture is stirred for a further 15 minutes and, with the... The reactants are BrC=1C=CC(=C(C#N)C1)CBr (5-bromo-2-bromomethyl-benzonitrile), N1CCOCC1 (morpholine), C(=O)([O-])[O-].[K+].[K+] (K2CO3). Solvent: CN(C)C=O (DMF). Yields the product BrC=1C=CC(=C(C#N)C1)CN1CCOCC1 (5-Bromo-2-morpholin-4-ylmethyl-benzonitrile). As a reaction SMILES: [Br:1][C:2]1[CH:3]=[CH:4][C:5]([CH2:10]Br)=[C:6]([CH:9]=1)[C:7]#[N:8].[NH:12]1[CH2:17][CH2:16][O:15][CH2:14][CH2:13]1.C([O-])([O-])=O.[K+].[K+]>CN(C=O)C>[Br:1][C:2]1[CH:3]=[CH:4][C:5]([CH2:10][N:12]2[CH2:17][CH2:16][O:15][CH2:14][CH2:13]2)=[C:6]([CH:9]=1)[C:7]#[N:8] |f:2.3.4|. Procedure: A mixture of 5-bromo-2-bromomethyl-benzonitrile (2.0 g, 7.3 mmol), morpholine (0.76 g, 8.7 mmol) and K2CO3 (1.0 g, 7.3 mmol) is stirred in 50 DMF at room temperature for 72 hours. The reaction mixture is filtered and the filtrate is dried under vacuum to yield the title compound. 1H-NMR (400 MHz; DMSO-d6): 8.11 (d, 1H), 7.90 (dd, 1H), 7.53 (d, 1H), 3.60 (s, 2H), 3.56 (t, 4H), 2.39 (t, 4H). LC-MS (m/z, ES+): 281 (MH+), Retention time: 1.79 mins (LC-MS method 2) The reactants are [BH3-]C#N, COC(Cc1ccc(NC2CCN(S(=O)(=O)c3sc(NC(C)=O)nc3C)CC2)cc1)OC, CC(=O)O, CC#N, CO, C[Si](Cl)(Cl)Cl, ClCCl, [I-], CS(=O)(=O)Nc1cc(C(O)CN)ccc1O, [Na+], [Na+]. Product: CC(=O)Nc1nc(C)c(S(=O)(=O)N2CCC(Nc3ccc(CCNCC(O)c4ccc(O)c(NS(C)(=O)=O)c4)cc3)CC2)s1. Reaction SMILES: [C:60]([BH3-:61])#[N:62].[CH3:1][O:2][CH:3]([CH2:4][c:5]1[cH:6][cH:7][c:8]([NH:9][CH:10]2[CH2:11][CH2:12][N:13]([S:16](=[O:17])(=[O:18])[c:19]3[c:20]([CH3:28])[n:21][c:22]([NH:24][C:25]([CH3:26])=[O:27])[s:23]3)[CH2:14][CH2:15]2)[cH:29][cH:30]1)[O:31][CH3:32].[CH3:40][C:41](=[O:42])[OH:43].[CH3:64][C:65]#[N:66].[CH3:67][OH:68].[Cl:35][Si:36]([Cl:37])([Cl:38])[CH3:39].[Cl:69][CH2:70][Cl:71].[I-:34].[NH2:44][CH2:45][CH:46]([OH:47])[c:48]1[cH:49][cH:50][c:51]([OH:59])[c:52]([NH:54][S:55](=[O:56])(=[O:57])[CH3:58])[cH:53]1.[Na+:33].[Na+:63]>>[CH2:3]([CH2:4][c:5]1[cH:6][cH:7][c:8]([NH:9][CH:10]2[CH2:11][CH2:12][N:13]([S:16](=[O:17])(=[O:18])[c:19]3[c:20]([CH3:28])[n:21][c:22]([NH:24][C:25]([CH3:26])=[O:27])[s:23]3)[CH2:14][CH2:15]2)[cH:29][cH:30]1)[NH:44][CH2:45][CH:46]([OH:47])[c:48]1[cH:49][cH:50][c:51]([OH:59])[c:52]([NH:54][S:55](=[O:56])(=[O:57])[CH3:58])[cH:53]1. Starting materials: Cl (HCl), C(#N)[BH3-].[Na+] (sodium cyanoborohydride), Cl.CN (methylamine hydrochloride), [N+](=O)([O-])C=1C=C(C=O)C=CC1 (m-nitrobenzaldehyde). Solvent: CO (methanol), C(C)N(CC)CC (triethylamine). Conditions: time 20 hour. Product: [N+](=O)([O-])C=1C=C(C=CC1)CNC (N-(3-nitrophenylmethyl)methylamine). Yield: 45.0%. Reaction SMILES: [C:1]([BH3-])#[N:2].[Na+].Cl.CN.[N+:8]([C:11]1[CH:12]=[C:13]([CH:16]=[CH:17][CH:18]=1)[CH:14]=O)([O-:10])=[O:9].Cl>CO.C(N(CC)CC)C>[N+:8]([C:11]1[CH:12]=[C:13]([CH2:14][NH:2][CH3:1])[CH:16]=[CH:17][CH:18]=1)([O-:10])=[O:9] |f:0.1,2.3|. Reported procedure: To a mixture of sodium cyanoborohydride (2.52 g), triethylamine (18.7 ml), methylamine hydrochloride (5.42 g) and methanol (660 ml), m-nitrobenzaldehyde (10.10 g) was added dropwise over 20 minutes at room temperature and the resulting mixture was stirred at room temperature for 20 h. The pH of the reaction mixture was adjusted to 2 by addition of 10% HCl and the methanol was distilled off under reduced pressure. The residue was washed with chloroform and a 10% aqueous potassium hydroxide soluti... The product is Cn1cc(-c2cnc3ccc4ccc(CS(=O)(=O)NCc5cccc[n+]5[O-])cc4c(=O)c3c2)cn1. Reactants: O=C([O-])O, Cn1cc(-c2cnc3ccc4ccc(CS(=O)(=O)NCc5ccccn5)cc4c(=O)c3c2)cn1, ClCCl, [Na+], O=C(OO)c1cccc(Cl)c1. As a reaction SMILES: [C:46](=[O:47])([O-:48])[OH:49].[CH3:12][n:13]1[n:14][cH:15][c:16](-[c:18]2[cH:19][c:20]3[c:21]([n:22][cH:23]2)[cH:24][cH:25][c:26]2[c:27]([c:28]3=[O:29])[cH:30][c:31]([CH2:34][S:35](=[O:36])(=[O:37])[NH:38][CH2:39][c:40]3[n:41][cH:42][cH:43][cH:44][cH:45]3)[cH:32][cH:33]2)[cH:17]1.[Cl:51][CH2:52][Cl:53].[Na+:50].[OH:1][O:2][C:3]([c:4]1[cH:5][c:6]([Cl:7])[cH:8][cH:9][cH:10]1)=[O:11]>>[O-:1][n+:41]1[c:40]([CH2:39][NH:38][S:35]([CH2:34][c:31]2[cH:30][c:27]3[c:26]([cH:25][cH:24][c:21]4[c:20]([cH:19][c:18](-[c:16]5[cH:15][n:14][n:13]([CH3:12])[cH:17]5)[cH:23][n:22]4)[c:28]3=[O:29])[cH:33][cH:32]2)(=[O:36])=[O:37])[cH:45][cH:44][cH:43][cH:42]1.